Task: describe an organic reaction: reactants, conditions, products, and yield. Dataset: the Open Reaction Database (ORD), a public repository of structured organic reaction records Starting materials: FC1=CC=C(C=C1)N1C=NC2=C1C=CC(=C2)C(=O)OC (Methyl 1-(4-fluorophenyl)-1H-benzo[d]imidazole-5-carboxylate), [OH-].[Na+] (NaOH). Solvent: CCO (EtOH). Reaction conditions: time 4 day. The product is FC1=CC=C(C=C1)N1C=NC2=C1C=CC(=C2)C(=O)O (1-(4-Fluorophenyl)-1H-benzo[d]imidazole-5-carboxylic acid). Reaction SMILES: [F:1][C:2]1[CH:7]=[CH:6][C:5]([N:8]2[C:12]3[CH:13]=[CH:14][C:15]([C:17]([O:19]C)=[O:18])=[CH:16][C:11]=3[N:10]=[CH:9]2)=[CH:4][CH:3]=1.[OH-].[Na+]>CCO>[F:1][C:2]1[CH:3]=[CH:4][C:5]([N:8]2[C:12]3[CH:13]=[CH:14][C:15]([C:17]([OH:19])=[O:18])=[CH:16][C:11]=3[N:10]=[CH:9]2)=[CH:6][CH:7]=1 |f:1.2|. Procedure: To a solution of 60e (0.18 g, 0.666 mmol) in EtOH (10 mL) was added 1N aqueous NaOH (2.5 mL, 2.5 mmol). The mixture was stirred at room temperature for 4 d. The solvent was evaporated and 1N aqueous HCl was added, followed by extraction with EtOAc. The organic layer was dried over MgSo4 and concentrated. The crude product 60f was purified by preparative reverse phase chromatography. MS m/z (M+H+) 257.1.